Task: describe an organic reaction: reactants, conditions, products, and yield. Dataset: the Open Reaction Database (ORD), a public repository of structured organic reaction records Reactants: BrC1CCCC1, CN(C)C(=O)c1cc2cnc(Nc3ccc(N4CCNCC4)cn3)nc2n1C1CCCC1. Product: CN(C)C(=O)c1cc2cnc(Nc3ccc(N4CCN(C5CCCC5)CC4)cn3)nc2n1C1CCCC1. Reaction SMILES: [Br:33][CH:34]1[CH2:35][CH2:36][CH2:37][CH2:38]1.[CH3:1][N:2]([C:3](=[O:4])[c:5]1[cH:6][c:7]2[c:8]([n:9][c:10]([NH:13][c:14]3[n:15][cH:16][c:17]([N:20]4[CH2:21][CH2:22][NH:23][CH2:24][CH2:25]4)[cH:18][cH:19]3)[n:11][cH:12]2)[n:26]1[CH:27]1[CH2:28][CH2:29][CH2:30][CH2:31]1)[CH3:32]>>[CH3:1][N:2]([C:3](=[O:4])[c:5]1[cH:6][c:7]2[c:8]([n:9][c:10]([NH:13][c:14]3[n:15][cH:16][c:17]([N:20]4[CH2:21][CH2:22][N:23]([CH:34]5[CH2:35][CH2:36][CH2:37][CH2:38]5)[CH2:24][CH2:25]4)[cH:18][cH:19]3)[n:11][cH:12]2)[n:26]1[CH:27]1[CH2:28][CH2:29][CH2:30][CH2:31]1)[CH3:32].